From a dataset of the Open Reaction Database (ORD), a public repository of structured organic reaction records. describe an organic reaction: reactants, conditions, products, and yield The reactants are COC(CN)OC (aminoacetaldehyde dimethyl acetal), N1=C(Cl)N=C(Cl)N=C1Cl (cyanuric chloride). Yields the product COC(CNC1=NC(=NC(=N1)NCC(OC)OC)NCC(OC)OC)OC (2,4,6-tris-(2,2-dimethoxyethylamino)-1,3,5-triazine). Reaction SMILES: [CH3:1][O:2][CH:3]([O:6][CH3:7])[CH2:4][NH2:5].[N:8]1[C:15](Cl)=[N:14][C:12](Cl)=[N:11][C:9]=1Cl>>[CH3:1][O:2][CH:3]([O:6][CH3:7])[CH2:4][NH:5][C:9]1[N:11]=[C:12]([NH:5][CH2:4][CH:3]([O:6][CH3:7])[O:2][CH3:1])[N:14]=[C:15]([NH:5][CH2:4][CH:3]([O:6][CH3:7])[O:2][CH3:1])[N:8]=1. Procedure: The procedure of Example 1 was repeated with the exception that aminoacetaldehyde dimethyl acetal (6.3 g, 0.060 mole) and cyanuric chloride (3.68 g, 0.02 mole) were used to give 2,4,6-tris-(2,2-dimethoxyethylamino)-1,3,5-triazine as an oily product in 80.8% isolated yield (6.3g). The structure was analyzed by infrared (IR) spectroscopy, and confirmed by NMR spectroscopy 1H NMR (δ): 4.2 (t, 1H), 3.6-3.2 (m, 2H), 3.4 (s, 6H). RXN SMILES: [CH3:24][N:25]([CH2:26][CH:27]=[CH:28][C:29](=[O:30])[OH:31])[CH:32]([CH3:33])[CH3:34].[Cl:1][c:2]1[cH:3][c:4]([NH:9][c:10]2[c:11]3[c:12]([n:13][cH:14][n:15]2)[o:16][c:17]2[c:18]3[CH2:19][CH2:20][NH:21][CH2:22]2)[cH:5][cH:6][c:7]1[Cl:8].[ClH:23]>>[Cl:1][c:2]1[cH:3][c:4]([NH:9][c:10]2[c:11]3[c:12]([n:13][cH:14][n:15]2)[o:16][c:17]2[c:18]3[CH2:19][CH2:20][N:21]([C:29]([CH:28]=[CH:27][CH2:26][N:25]([CH3:24])[CH:32]([CH3:33])[CH3:34])=[O:30])[CH2:22]2)[cH:5][cH:6][c:7]1[Cl:8]. Starting materials: CC(C)N(C)CC=CC(=O)O, Clc1ccc(Nc2ncnc3oc4c(c23)CCNC4)cc1Cl, Cl. The product is CC(C)N(C)CC=CC(=O)N1CCc2c(oc3ncnc(Nc4ccc(Cl)c(Cl)c4)c23)C1. Starting materials: C(C1=CC=CC=C1)N1CCN(CC1)C(=O)C1CC1 ((4-benzyl-piperazin-1-yl)-cyclopropyl-methanone). Reagents/catalysts: [Pd] (Palladium on carbon). Run in CCO (EtOH), CCO (EtOH). Run at time 8 hour. The product is C1(CC1)C(=O)N1CCNCC1 (Cyclopropyl-piperazin-1-yl-methanone). Yield: 96.9%. Reaction SMILES: C([N:8]1[CH2:13][CH2:12][N:11]([C:14]([CH:16]2[CH2:18][CH2:17]2)=[O:15])[CH2:10][CH2:9]1)C1C=CC=CC=1>[Pd].CCO>[CH:16]1([C:14]([N:11]2[CH2:12][CH2:13][NH:8][CH2:9][CH2:10]2)=[O:15])[CH2:17][CH2:18]1. Procedure details: 10% Palladium on carbon (175 mg, 10% by wt.) was placed under an inert atmosphere and suspended in EtOH (5 mL). A solution of (4-benzyl-piperazin-1-yl)-cyclopropyl-methanone (1.75 g, 7.16 mmol) dissolved in EtOH (25 mL) was added. The reaction mixture was placed under H2 atmosphere (1 atmosphere pressure) and stirred overnight. The resulting mixture was filtered through a pad of Celite® and the solvent was concentrated in vacuo to give 1.07 g (97%) of the title compound as a clear oil. 1H-NMR (3... Reactants: NCC1CCCO1, Cl, [Na+], O=C([O-])O, COC(=O)c1ccc2[nH]c(O)c(-c3ccc(CN4CCOCC4)cn3)c2c1. The product is Cl, O=C(NCC1CCCO1)c1ccc2[nH]c(O)c(-c3ccc(CN4CCOCC4)cn3)c2c1. Reaction SMILES: [CH2:28]([CH:29]1[CH2:30][CH2:31][CH2:32][O:33]1)[NH2:34].[ClH:40].[Na+:39].[O-:35][C:36]([OH:37])=[O:38].[OH:1][c:2]1[nH:3][c:4]2[cH:5][cH:6][c:7]([C:24](=[O:25])[O:26][CH3:27])[cH:8][c:9]2[c:10]1-[c:11]1[n:12][cH:13][c:14]([CH2:17][N:18]2[CH2:19][CH2:20][O:21][CH2:22][CH2:23]2)[cH:15][cH:16]1>>[ClH:40].[OH:1][c:2]1[nH:3][c:4]2[cH:5][cH:6][c:7]([C:24](=[O:25])[NH:34][CH2:28][CH:29]3[CH2:30][CH2:31][CH2:32][O:33]3)[cH:8][c:9]2[c:10]1-[c:11]1[n:12][cH:13][c:14]([CH2:17][N:18]2[CH2:19][CH2:20][O:21][CH2:22][CH2:23]2)[cH:15][cH:16]1. Procedure: A solution of 27 (25g, 0.1 mol) and triethyl phosphite was heated at 110° C. for 2.5 hours. After evaporation of volatile in vacuo, the residual oil was chromatographed on silica gel using CH2Cl2 -6% MeOH as eluant to give 28 (30 g, 81%) as a slightly yellow oil. 1H-NMR (300 MHz, CDCl3) 1.27 (t, J=7.24Hz, 6H), 3.01 (t, J=7.5Hz, 2H), 3.70-3.75 (m, 4H), 4.10-4.18 (m, 4H), 7.2-7.5 (m, 5H). Isolated yield 81.0%. The product is C1(=CC=CC=C1)C(COCP(OCC)(OCC)=O)[SeH] (diethyl (2-phenylselenylethoxy)methylphosphonate). RXN SMILES: [C:1]1([CH:7]([SeH:12])[CH2:8][O:9][CH2:10]Cl)[CH:6]=[CH:5][CH:4]=[CH:3][CH:2]=1.[P:13]([O:20]CC)([O:17][CH2:18][CH3:19])[O:14][CH2:15][CH3:16]>>[C:1]1([CH:7]([SeH:12])[CH2:8][O:9][CH2:10][P:13](=[O:20])([O:17][CH2:18][CH3:19])[O:14][CH2:15][CH3:16])[CH:6]=[CH:5][CH:4]=[CH:3][CH:2]=1. The reactants are C1(=CC=CC=C1)C(COCCl)[SeH] ((2-phenylselenylethoxy)methyl chloride), P(OCC)(OCC)OCC (triethyl phosphite). Starting materials: Cc1nnc(-c2ccc(C)c(-c3ccc(C(=O)O)cc3)c2)o1, CCN=C=NCCCN(C)C, COc1ccc(CC(C)N)cc1, Cl, CN(C)C=O, On1nnc2ccccc21. The product is COc1ccc(CC(C)NC(=O)c2ccc(-c3cc(-c4nnc(C)o4)ccc3C)cc2)cc1. As a reaction SMILES: [CH3:1][c:2]1[c:3](-[c:14]2[cH:15][cH:16][c:17]([C:20](=[O:21])[OH:22])[cH:18][cH:19]2)[cH:4][c:5](-[c:8]2[o:9][c:10]([CH3:13])[n:11][n:12]2)[cH:6][cH:7]1.[CH3:34][N:35]([CH3:36])[CH2:37][CH2:38][CH2:39][N:40]=[C:41]=[N:42][CH2:43][CH3:44].[CH3:45][O:46][c:47]1[cH:48][cH:49][c:50]([CH2:53][CH:54]([CH3:55])[NH2:56])[cH:51][cH:52]1.[ClH:33].[O:57]=[CH:58][N:59]([CH3:60])[CH3:61].[OH:23][n:24]1[c:25]2[c:26]([cH:27][cH:28][cH:29][cH:30]2)[n:31][n:32]1>>[CH3:1][c:2]1[c:3](-[c:14]2[cH:15][cH:16][c:17]([C:20](=[O:22])[NH:56][CH:54]([CH2:53][c:50]3[cH:49][cH:48][c:47]([O:46][CH3:45])[cH:52][cH:51]3)[CH3:55])[cH:18][cH:19]2)[cH:4][c:5](-[c:8]2[o:9][c:10]([CH3:13])[n:11][n:12]2)[cH:6][cH:7]1. The reactants are O=C1NC(=O)C(Cc2ccc(OCCON3C(=O)c4ccccc4C3=O)cc2)S1, CCO, NN, O. Product: NOCCOc1ccc(CC2SC(=O)NC2=O)cc1. Reaction SMILES: [C:4]1(=[O:5])[N:8]([O:9][CH2:10][CH2:11][O:12][c:13]2[cH:14][cH:15][c:16]([CH2:17][CH:18]3[C:19](=[O:24])[NH:20][C:21](=[O:23])[S:22]3)[cH:25][cH:26]2)[C:6](=[O:7])[c:27]2[cH:28][cH:29][cH:30][cH:31][c:32]21.[CH3:33][CH2:34][OH:35].[NH2:2][NH2:3].[OH2:1]>>[NH2:8][O:9][CH2:10][CH2:11][O:12][c:13]1[cH:14][cH:15][c:16]([CH2:17][CH:18]2[C:19](=[O:24])[NH:20][C:21](=[O:23])[S:22]2)[cH:25][cH:26]1. Reactants: C(C)(C)(C)NS(=O)(=O)C1=CC=C2C(=CNC2=C1)C1CCCCC1 (N-tert-butyl-3-cyclohexyl-1H-indole-6-sulfonamide), Br.[NH+]1=CC=CC=C1 (pyridinium hydrobromide), S(=O)(O)[O-].[Na+] (sodium hydrogen sulfite). Run in C(Cl)(Cl)Cl (chloroform). Product: C(C)(C)(C)NS(=O)(=O)C1=CC=C2C(=C(NC2=C1)Br)C1CCCCC1 (N-tert-butyl-2-bromo-3-cyclohexyl-1H-indole-6-sulfonamide). Isolated yield 78.3%. RXN SMILES: [C:1]([NH:5][S:6]([C:9]1[CH:17]=[C:16]2[C:12]([C:13]([CH:18]3[CH2:23][CH2:22][CH2:21][CH2:20][CH2:19]3)=[CH:14][NH:15]2)=[CH:11][CH:10]=1)(=[O:8])=[O:7])([CH3:4])([CH3:3])[CH3:2].[BrH:24].[NH+]1C=CC=CC=1.S([O-])(O)=O.[Na+]>C(Cl)(Cl)Cl>[C:1]([NH:5][S:6]([C:9]1[CH:17]=[C:16]2[C:12]([C:13]([CH:18]3[CH2:23][CH2:22][CH2:21][CH2:20][CH2:19]3)=[C:14]([Br:24])[NH:15]2)=[CH:11][CH:10]=1)(=[O:7])=[O:8])([CH3:4])([CH3:2])[CH3:3] |f:1.2,3.4|. Reported procedure: To a solution of N-tert-butyl-3-cyclohexyl-1H-indole-6-sulfonamide (2.29 g, 6.86 mmol) in chloroform (30 ml) was added pyridinium hydrobromide perbromide (2.40 g, 7.50 mmol) under ice-cooling, and the mixture was stirred under ice-cooling for 30 min. 1M aqueous sodium hydrogen sulfite solution was added to the reaction mixture and the mixture was extracted with chloroform. The organic layer was washed with saturated brine and dried over anhydrous sodium sulfate. After filtration, the solvent was... Reactants: FC(C1=CC=C(C=C1)B(O)O)(F)F (4-trifluoromethylphenyl boronic acid), COC(C1=C(C=C(C=C1)OC)OS(=O)(=O)C(F)(F)F)=O (4-methoxy-2-(trifluoro-methanesulfonyloxy)-benzoic acid methyl ester), [Li+].[Cl-] (LiCl), solution, C(=O)([O-])[O-].[Na+].[Na+] (Na2CO3). The reagents and catalysts are C=1C=CC(=CC1)[P](C=2C=CC=CC2)(C=3C=CC=CC3)[Pd]([P](C=4C=CC=CC4)(C=5C=CC=CC5)C=6C=CC=CC6)([P](C=7C=CC=CC7)(C=8C=CC=CC8)C=9C=CC=CC9)[P](C=1C=CC=CC1)(C=1C=CC=CC1)C=1C=CC=CC1 (Pd(PPh3)4). Run in CCO (EtOH), C1(=CC=CC=C1)C (toluene). The product is COC(=O)C=1C(=CC(=CC1)OC)C1=CC=C(C=C1)C(F)(F)F (5-Methoxy-4′-trifluoromethyl-biphenyl-2-carboxylic Acid Methyl Ester). The yield is 91.9%. Reaction SMILES: [CH3:1][O:2][C:3](=[O:20])[C:4]1[CH:9]=[CH:8][C:7]([O:10][CH3:11])=[CH:6][C:5]=1OS(C(F)(F)F)(=O)=O.[Li+].[Cl-].C([O-])([O-])=O.[Na+].[Na+].[F:29][C:30]([F:41])([F:40])[C:31]1[CH:36]=[CH:35][C:34](B(O)O)=[CH:33][CH:32]=1>C1(C)C=CC=CC=1.CCO.C1C=CC([P]([Pd]([P](C2C=CC=CC=2)(C2C=CC=CC=2)C2C=CC=CC=2)([P](C2C=CC=CC=2)(C2C=CC=CC=2)C2C=CC=CC=2)[P](C2C=CC=CC=2)(C2C=CC=CC=2)C2C=CC=CC=2)(C2C=CC=CC=2)C2C=CC=CC=2)=CC=1>[CH3:1][O:2][C:3]([C:4]1[C:5]([C:34]2[CH:35]=[CH:36][C:31]([C:30]([F:41])([F:40])[F:29])=[CH:32][CH:33]=2)=[CH:6][C:7]([O:10][CH3:11])=[CH:8][CH:9]=1)=[O:20] |f:1.2,3.4.5,^1:55,57,76,95|. Procedure: To a stirred solution of 4-methoxy-2-(trifluoro-methanesulfonyloxy)-benzoic acid methyl ester (6.28 g) in toluene (100 mL) was added LiCl (2.54 g) and Pd(PPh3)4 (1.15 g). After few minutes at room temperature, a 2M solution of Na2CO3 (26 mL) was added followed by a solution of 4-trifluoromethylphenyl boronic acid (4.17 g) in EtOH (30 mL). The resulting mixture was stirred under reflux for 6 hours. The mixture was cooled to room temperature and the phases were separated. The organic layer was the...